Dataset: the Open Reaction Database (ORD), a public repository of structured organic reaction records. Task: describe an organic reaction: reactants, conditions, products, and yield The reactants are C1CCOC1, [Li]CCCC, Cc1ccc(C)n1-c1cc(F)cc(F)c1, O=C1CCSCC1. The product is Cc1ccc(C)n1-c1cc(F)c(C2(O)CCSCC2)c(F)c1. Reaction SMILES: [CH2:28]1[O:29][CH2:30][CH2:31][CH2:32]1.[CH3:16][CH2:17][CH2:18][CH2:19][Li:20].[F:1][c:2]1[cH:3][c:4](-[n:9]2[c:10]([CH3:15])[cH:11][cH:12][c:13]2[CH3:14])[cH:5][c:6]([F:8])[cH:7]1.[S:21]1[CH2:22][CH2:23][C:24](=[O:27])[CH2:25][CH2:26]1>>[F:1][c:2]1[cH:3][c:4](-[n:9]2[c:10]([CH3:15])[cH:11][cH:12][c:13]2[CH3:14])[cH:5][c:6]([F:8])[c:7]1[C:24]1([OH:27])[CH2:23][CH2:22][S:21][CH2:26][CH2:25]1. The reactants are S1C(=NC2=C1C=CC=C2)C(=O)C2=CC=C(C=C2)OC2=NC=CN=C2Cl (benzo[d]thiazol-2-yl(4-(3-chloropyrazin-2-yloxy)phenyl)methanone), N1CCOCC1 (morpholine). The solvent is CS(=O)C (DMSO). Reaction conditions: temperature 100 celsius. Product: S1C(=NC2=C1C=CC=C2)C(=O)C2=CC=C(C=C2)OC2=NC=CN=C2N2CCOCC2 (benzo[d]thiazol-2-yl(4-(3-morpholinopyrazin-2-yloxy)phenyl)methanone). As a reaction SMILES: [S:1]1[C:5]2[CH:6]=[CH:7][CH:8]=[CH:9][C:4]=2[N:3]=[C:2]1[C:10]([C:12]1[CH:17]=[CH:16][C:15]([O:18][C:19]2[C:24](Cl)=[N:23][CH:22]=[CH:21][N:20]=2)=[CH:14][CH:13]=1)=[O:11].[NH:26]1[CH2:31][CH2:30][O:29][CH2:28][CH2:27]1>CS(C)=O>[S:1]1[C:5]2[CH:6]=[CH:7][CH:8]=[CH:9][C:4]=2[N:3]=[C:2]1[C:10]([C:12]1[CH:17]=[CH:16][C:15]([O:18][C:19]2[C:24]([N:26]3[CH2:31][CH2:30][O:29][CH2:28][CH2:27]3)=[N:23][CH:22]=[CH:21][N:20]=2)=[CH:14][CH:13]=1)=[O:11]. Procedure: To a solution of benzo[d]thiazol-2-yl(4-(3-chloropyrazin-2-yloxy)phenyl)methanone (185 mg, 0.503 mmol) in DMSO (2 mL) was added morpholine (219 μl, 2.52 mmol). The reaction mixture was heated at 100° C. for 2 h. The reaction mixture was partitioned between EtOAc and brine. The precipitate formed was collected by filtration, washed with EtOAc and water, dried to provide benzo[d]thiazol-2-yl(4-(3-morpholinopyrazin-2-yloxy)phenyl)methanone as light-yellow solid. MS (ESI, pos. ion) m/z: 419.0. IC50 ...